describe an organic reaction: reactants, conditions, products, and yield From a dataset of the Open Reaction Database (ORD), a public repository of structured organic reaction records. The reactants are solution, C[O-].[Na+] (sodium methylate), II (iodine), ice water, SCCC[Si](OC)(OC)OC (γ-mercaptopropyltrimethoxysilane), II (iodine). Solvent: CO (methanol), CO (methanol). Run at time 30 minute. Product: CO[Si](CCCSSCCC[Si](OC)(OC)OC)(OC)OC (bis[γ-(trimethoxysilyl)propyl]disulfide). Reaction SMILES: [CH3:1][O-:2].[Na+].[SH:4][CH2:5][CH2:6][CH2:7][Si:8]([O:13][CH3:14])([O:11][CH3:12])[O:9][CH3:10].II>CO>[CH3:12][O:11][Si:8]([O:13][CH3:14])([O:9][CH3:10])[CH2:7][CH2:6][CH2:5][S:4][S:4][CH2:5][CH2:6][CH2:7][Si:8]([O:11][CH3:12])([O:9][CH3:10])[O:2][CH3:1] |f:0.1|. Procedure: A 28% solution of sodium methylate in methanol (97.6 g. 0.51 mole) is diluted with methanol (100 ml), and thereto is added γ-mercaptopropyltrimethoxysilane (100 g, 0.51 mole). The temperature of the mixture raises in a certain degree owing to the mixing heat but return to room temperature after about 30 minutes. To the mixture is added in portions iodine (64.6 g. 0.51 mole) with stirring. In view of exothermic reaction, the reaction vessel is cooled with ice water. After completion of the additi... The reactants are CCOC(=O)C=Cc1ccc([N+](=O)[O-])c(O)c1, CCO, [Cl-], [Fe], [NH4+], O. The product is CCOC(=O)C=Cc1ccc(N)c(O)c1. RXN SMILES: [CH2:1]([CH3:2])[O:3][C:4]([CH:5]=[CH:6][c:7]1[cH:8][c:9]([OH:16])[c:10]([N+:13]([O-:14])=[O:15])[cH:11][cH:12]1)=[O:17].[CH3:20][CH2:21][OH:22].[Cl-:18].[Fe:23].[NH4+:19].[OH2:24]>>[CH2:1]([CH3:2])[O:3][C:4]([CH:5]=[CH:6][c:7]1[cH:8][c:9]([OH:16])[c:10]([NH2:13])[cH:11][cH:12]1)=[O:17]. The reactants are O=C(O)c1cc2ncccc2o1, CCO, CC[O-], [Na+]. Product: c1cnc2ccoc2c1. Reaction SMILES: [C:5]([OH:6])(=[O:7])[c:8]1[cH:9][c:10]2[n:11][cH:12][cH:13][cH:14][c:15]2[o:16]1.[CH3:17][CH2:18][OH:19].[CH3:2][CH2:3][O-:4].[Na+:1]>>[cH:8]1[cH:9][c:10]2[n:11][cH:12][cH:13][cH:14][c:15]2[o:16]1.